The task is: describe an organic reaction: reactants, conditions, products, and yield. This data is from the Open Reaction Database (ORD), a public repository of structured organic reaction records. Starting materials: NC=O, CCCCOC(=O)c1ccc(F)nc1F, N, O. The product is CCCCOC(=O)c1ccc(F)nc1N. As a reaction SMILES: [CH:18]([NH2:19])=[O:20].[F:2][c:3]1[n:4][c:5]([F:16])[cH:6][cH:7][c:8]1[C:9](=[O:10])[O:11][CH2:12][CH2:13][CH2:14][CH3:15].[NH3:1].[OH2:17]>>[NH2:1][c:3]1[n:4][c:5]([F:16])[cH:6][cH:7][c:8]1[C:9](=[O:10])[O:11][CH2:12][CH2:13][CH2:14][CH3:15]. Starting materials: BrB(Br)Br, CCOC(=O)Cc1ccc(C)c(OC)c1, ClCCl. The product is CCOC(=O)Cc1ccc(C)c(O)c1. RXN SMILES: [B:16]([Br:17])([Br:18])[Br:19].[CH3:1][O:2][c:3]1[cH:4][c:5]([CH2:10][C:11](=[O:12])[O:13][CH2:14][CH3:15])[cH:6][cH:7][c:8]1[CH3:9].[Cl:20][CH2:21][Cl:22]>>[OH:2][c:3]1[cH:4][c:5]([CH2:10][C:11](=[O:12])[O:13][CH2:14][CH3:15])[cH:6][cH:7][c:8]1[CH3:9].